Dataset: the Open Reaction Database (ORD), a public repository of structured organic reaction records. Task: describe an organic reaction: reactants, conditions, products, and yield Reactants: C(CC)N1[C@H](C[C@H](CC1)O)C1=C(C=C(C=C1)C(CCCCCC)(C)C)OCC1=CC=CC=C1 (N-propyl-cis-2-[2-benzyloxy-4-(1,1-dimethylheptyl)phenyl]-4-piperidinol). Reagents/catalysts: [Pd] (palladium on carbon). Yields the product C(CC)N1[C@H](C[C@H](CC1)O)C1=C(C=C(C=C1)C(CCCCCC)(C)C)O (N-Propyl-cis-2-[4-(1,1-dimethylheptyl)-2-hydroxyphenyl]-4-piperidinol). Yield: 94.2%. Reaction SMILES: [CH2:1]([N:4]1[CH2:9][CH2:8][C@H:7]([OH:10])[CH2:6][C@@H:5]1[C:11]1[CH:16]=[CH:15][C:14]([C:17]([CH3:25])([CH3:24])[CH2:18][CH2:19][CH2:20][CH2:21][CH2:22][CH3:23])=[CH:13][C:12]=1[O:26]CC1C=CC=CC=1)[CH2:2][CH3:3]>[Pd]>[CH2:1]([N:4]1[CH2:9][CH2:8][C@H:7]([OH:10])[CH2:6][C@@H:5]1[C:11]1[CH:16]=[CH:15][C:14]([C:17]([CH3:24])([CH3:25])[CH2:18][CH2:19][CH2:20][CH2:21][CH2:22][CH3:23])=[CH:13][C:12]=1[OH:26])[CH2:2][CH3:3]. Reported procedure: Employing the procedure of Example 4, 535 mg (1.18 mmole) N-propyl-cis-2-[2-benzyloxy-4-(1,1-dimethylheptyl)phenyl]-4-piperidinol and 212 mg 5% palladium on carbon (50% wet) gives 402 mg (94%) of the title compound as an oil. Reactants: CC(C)Oc1ccc(OCc2ccccc2)cc1-c1nc2ccc(CO)nc2[nH]1, ClC(Cl)Cl, O=S(Cl)Cl. Yields the product CC(C)Oc1ccc(OCc2ccccc2)cc1-c1nc2ccc(CCl)nc2[nH]1. As a reaction SMILES: [CH2:1]([c:2]1[cH:3][cH:4][cH:5][cH:6][cH:7]1)[O:8][c:9]1[cH:10][cH:11][c:12]([O:26][CH:27]([CH3:28])[CH3:29])[c:13](-[c:15]2[n:16][c:17]3[c:18]([n:19][c:20]([CH2:23][OH:24])[cH:21][cH:22]3)[nH:25]2)[cH:14]1.[CH:34]([Cl:35])([Cl:36])[Cl:37].[S:30]([Cl:31])([Cl:32])=[O:33]>>[CH2:1]([c:2]1[cH:3][cH:4][cH:5][cH:6][cH:7]1)[O:8][c:9]1[cH:10][cH:11][c:12]([O:26][CH:27]([CH3:28])[CH3:29])[c:13](-[c:15]2[n:16][c:17]3[c:18]([n:19][c:20]([CH2:23][Cl:32])[cH:21][cH:22]3)[nH:25]2)[cH:14]1.